From a dataset of the Open Reaction Database (ORD), a public repository of structured organic reaction records. describe an organic reaction: reactants, conditions, products, and yield Starting materials: OCCCBr, C1CCOC1, Cc1c(Cl)cc2[nH]c(=O)oc2c1Cl, CCOC(=O)N=NC(=O)OCC, c1ccc(P(c2ccccc2)c2ccccc2)cc1. Yields the product Cc1c(Cl)cc2c(oc(=O)n2CCCBr)c1Cl. RXN SMILES: [Br:14][CH2:15][CH2:16][CH2:17][OH:18].[CH2:50]1[O:51][CH2:52][CH2:53][CH2:54]1.[Cl:1][c:2]1[c:3]([CH3:13])[c:4]([Cl:12])[c:5]2[c:6]([nH:7][c:8](=[O:10])[o:9]2)[cH:11]1.[O:19]=[C:20]([O:21][CH2:22][CH3:23])[N:24]=[N:25][C:26]([O:27][CH2:28][CH3:29])=[O:30].[c:31]1([P:32]([c:33]2[cH:34][cH:35][cH:36][cH:37][cH:38]2)[c:39]2[cH:40][cH:41][cH:42][cH:43][cH:44]2)[cH:45][cH:46][cH:47][cH:48][cH:49]1>>[Cl:1][c:2]1[c:3]([CH3:13])[c:4]([Cl:12])[c:5]2[c:6]([n:7]([CH2:17][CH2:16][CH2:15][Br:14])[c:8](=[O:10])[o:9]2)[cH:11]1.